From a dataset of the Open Reaction Database (ORD), a public repository of structured organic reaction records. describe an organic reaction: reactants, conditions, products, and yield The product is CN(C)CC1c2[nH]c3ccccc3c2CCN1C(=O)Cc1ccc(Cl)cc1Cl. Reaction SMILES: [CH2:52]([Cl:53])[CH2:54][Cl:55].[CH:3]1([CH2:16][N:17]([CH3:18])[CH3:19])[NH:4][CH2:5][CH2:6][c:7]2[c:8]3[cH:9][cH:10][cH:11][cH:12][c:13]3[nH:14][c:15]21.[CH:43]([N:44]([CH:45]([CH3:46])[CH3:47])[CH2:48][CH3:49])([CH3:50])[CH3:51].[Cl:20][c:21]1[c:22]([CH2:28][C:29](=[O:30])[OH:31])[cH:23][cH:24][c:25]([Cl:27])[cH:26]1.[ClH:1].[ClH:2].[O:56]=[CH:57][N:58]([CH3:59])[CH3:60].[OH2:32].[OH2:61].[OH:33][n:34]1[c:35]2[cH:36][cH:37][cH:38][cH:39][c:40]2[n:41][n:42]1>>[CH:3]1([CH2:16][N:17]([CH3:18])[CH3:19])[N:4]([C:29]([CH2:28][c:22]2[c:21]([Cl:20])[cH:26][c:25]([Cl:27])[cH:24][cH:23]2)=[O:30])[CH2:5][CH2:6][c:7]2[c:8]3[cH:9][cH:10][cH:11][cH:12][c:13]3[nH:14][c:15]21. Reactants: ClCCCl, CN(C)CC1NCCc2c1[nH]c1ccccc21, CCN(C(C)C)C(C)C, O=C(O)Cc1ccc(Cl)cc1Cl, Cl, Cl, CN(C)C=O, O, O, On1nnc2ccccc21. Reactants: O=C1N(C(CC1)=O)OC(C1=CC=C(C=C1)OC(N(C1=CC=CC=C1)C)=O)=O (4-(methyl-phenyl-carbamoyloxy)-benzoic acid 2,5-dioxo-pyrrolidin-1-yl ester), FC(C1=CC=C(CN)C=C1)(F)F (4-trifluoromethyl-benzylamine). The product is FC(C1=CC=C(CNC(=O)C2=CC=C(C=C2)OC(N(C2=CC=CC=C2)C)=O)C=C1)(F)F (Methyl-phenyl-carbamic acid 4-(4-trifluoromethyl-benzylcarbamoyl)-phenyl ester). RXN SMILES: O=C1CCC(=O)N1O[C:9](=[O:27])[C:10]1[CH:15]=[CH:14][C:13]([O:16][C:17](=[O:26])[N:18]([CH3:25])[C:19]2[CH:24]=[CH:23][CH:22]=[CH:21][CH:20]=2)=[CH:12][CH:11]=1.[F:28][C:29]([F:39])([F:38])[C:30]1[CH:37]=[CH:36][C:33]([CH2:34][NH2:35])=[CH:32][CH:31]=1>>[F:28][C:29]([F:38])([F:39])[C:30]1[CH:37]=[CH:36][C:33]([CH2:34][NH:35][C:9]([C:10]2[CH:11]=[CH:12][C:13]([O:16][C:17](=[O:26])[N:18]([CH3:25])[C:19]3[CH:20]=[CH:21][CH:22]=[CH:23][CH:24]=3)=[CH:14][CH:15]=2)=[O:27])=[CH:32][CH:31]=1. Procedure details: The title product was prepared from 4-(methyl-phenyl-carbamoyloxy)-benzoic acid 2,5-dioxo-pyrrolidin-1-yl ester and 4-trifluoromethyl-benzylamine (94%, white crystals). HPLC-MS: m/z=429.2 (M+1); Rt: 4.35 min. Starting materials: 20, OCCC1=C(N=C2SCCCN2C1=O)C (3,4-dihydro-7-(2-hydroxyethyl)-8-methyl-2H,6H-pyrimido[2,1-b][1,3]thiazin-6-one), Br (hydrobromic acid). The solvent is C(C)(=O)O (acetic acid), C(C)(=O)O (acetic acid). Run at time 8 hour. The product is 24, BrCCC1=C(N=C2SCCCN2C1=O)C (7-(2-bromoethyl)-3,4-dihydro-8-methyl-2H,6H-pyrimido[2,1-b][1,3]thiazin-6-one). Isolated yield 100.0%. As a reaction SMILES: O[CH2:2][CH2:3][C:4]1[C:13](=[O:14])[N:12]2[C:7]([S:8][CH2:9][CH2:10][CH2:11]2)=[N:6][C:5]=1[CH3:15].[BrH:16]>C(O)(=O)C>[Br:16][CH2:2][CH2:3][C:4]1[C:13](=[O:14])[N:12]2[C:7]([S:8][CH2:9][CH2:10][CH2:11]2)=[N:6][C:5]=1[CH3:15]. Procedure details: A mixture of 20 parts of 3,4-dihydro-7-(2-hydroxyethyl)-8-methyl-2H,6H-pyrimido[2,1-b][1,3]thiazin-6-one, 50 parts of acetic acid and 180 parts of a hydrobromic acid solution 67% in acetic acid was stirred and heated to reflux. Stirring was continued overnight at reflux temperature. The reaction mixture was evaporated and the solid residue was triturated in 2-propanone. The product was filtered off and dried, yielding 24 parts (100%) of 7-(2-bromoethyl)-3,4-dihydro-8-methyl-2H,6H-pyrimido[2,1-b]... Starting materials: N(=O)[O-].[Na+] (Sodium nitrite), FC(C(=O)O)(F)F.NC=1C=CC(=NC1)OC1=CC=C(C=C1)CC[C@H](C)NC(C)=O (N—{(S)-3-[4-(5-aminopyridin-2-yloxy)phenyl]-1-methylpropyl}-acetamide trifluoroacetate). Solvent: S(O)(O)(=O)=O (sulfuric acid), C(C)(=O)O (acetic acid). The product is OC=1C=CC(=NC1)OC1=CC=C(C=C1)CC[C@H](C)NC(C)=O (N—{(S)-3-[4-(5-Hydroxypyridin-2-yloxy)phenyl]-1-methylpropyl}acetamide). As a reaction SMILES: N([O-])=O.[Na+].FC(F)(F)C(O)=[O:8].N[C:13]1[CH:14]=[CH:15][C:16]([O:19][C:20]2[CH:25]=[CH:24][C:23]([CH2:26][CH2:27][C@@H:28]([NH:30][C:31](=[O:33])[CH3:32])[CH3:29])=[CH:22][CH:21]=2)=[N:17][CH:18]=1>S(=O)(=O)(O)O.C(O)(=O)C>[OH:8][C:13]1[CH:14]=[CH:15][C:16]([O:19][C:20]2[CH:25]=[CH:24][C:23]([CH2:26][CH2:27][C@@H:28]([NH:30][C:31](=[O:33])[CH3:32])[CH3:29])=[CH:22][CH:21]=2)=[N:17][CH:18]=1 |f:0.1,2.3|. Procedure: Sodium nitrite (154 mg, 2.23 mmol) was dissolved in 2.68 ml of concentrated sulfuric acid at 0° C. Then, N—{(S)-3-[4-(5-aminopyridin-2-yloxy)phenyl]-1-methylpropyl}-acetamide trifluoroacetate (832 mg, 2.01 mmol) in 5 ml of acetic acid was slowly added dropwise. After 1 h the ice bath was removed and stirring was continued for an hour. The reaction mixture was added dropwise to 100 ml of boiling water, the mixture was stirred for 1 h and, after cooling, extracted with ethyl acetate. The precipita... Starting materials: CN1CCN(CC1)CCCNC1=C(C=CC=C1)N (N-[3-(4-methyl-1-piperazinyl)propyl]-o-phenylenediamine), N#CBr (cyanogen bromide), CC(=O)C (acetone), [OH-].[K+] (KOH). The solvent is O (water). Yields the product CN1CCN(CC1)CCCN1C(=NC2=C1C=CC=C2)N (1-[3-(4-methyl-1-piperazinyl)propyl]-2-aminobenzimidazole). The yield is 32.5%. Reaction SMILES: [CH3:1][N:2]1[CH2:7][CH2:6][N:5]([CH2:8][CH2:9][CH2:10][NH:11][C:12]2[CH:17]=[CH:16][CH:15]=[CH:14][C:13]=2[NH2:18])[CH2:4][CH2:3]1.[N:19]#[C:20]Br.[OH-].[K+].CC(C)=O>O>[CH3:1][N:2]1[CH2:3][CH2:4][N:5]([CH2:8][CH2:9][CH2:10][N:11]2[C:12]3[CH:17]=[CH:16][CH:15]=[CH:14][C:13]=3[N:18]=[C:20]2[NH2:19])[CH2:6][CH2:7]1 |f:2.3|. Reported procedure: To a stirred solution of N-[3-(4-methyl-1-piperazinyl)propyl]-o-phenylenediamine (334.8 g., 1.35 mole) in water (1400 ml.), under nitrogen, was added cyanogen bromide (200 g., 1.89 mole) at a rate sufficient to maintain the reaction temperature at 60°-65° C. The addition took place over a 2 hour period. The reaction mixture was then cooled and the pH adjusted to 10 by the dropwise addition of 50% KOH. The basic aqueous layer was extracted with chloroform (5 × 500 ml.). The organic layers were co... Starting materials: C[Si](C)(C)CCOCn1cnc(Cl)c1C(=O)NCc1ccc(Cl)c(Oc2cc(Cl)cc(Br)c2)c1F, C1CCOC1, C#C[Si](C)(C)C, I[Cu]I. Product: C[Si](C)(C)C#Cc1cc(Cl)cc(Oc2c(Cl)ccc(CNC(=O)c3c(Cl)ncn3COCC[Si](C)(C)C)c2F)c1. As a reaction SMILES: [Br:1][c:2]1[cH:3][c:4]([O:9][c:10]2[c:11]([F:35])[c:12]([CH2:17][NH:18][C:19](=[O:20])[c:21]3[c:22]([Cl:34])[n:23][cH:24][n:25]3[CH2:26][O:27][CH2:28][CH2:29][Si:30]([CH3:31])([CH3:32])[CH3:33])[cH:13][cH:14][c:15]2[Cl:16])[cH:5][c:6]([Cl:8])[cH:7]1.[CH2:42]1[O:43][CH2:44][CH2:45][CH2:46]1.[CH3:36][Si:37]([CH3:38])([CH3:39])[C:40]#[CH:41].[Cu:47]([I:48])[I:49]>>[c:2]1([C:41]#[C:40][Si:37]([CH3:36])([CH3:38])[CH3:39])[cH:3][c:4]([O:9][c:10]2[c:11]([F:35])[c:12]([CH2:17][NH:18][C:19](=[O:20])[c:21]3[c:22]([Cl:34])[n:23][cH:24][n:25]3[CH2:26][O:27][CH2:28][CH2:29][Si:30]([CH3:31])([CH3:32])[CH3:33])[cH:13][cH:14][c:15]2[Cl:16])[cH:5][c:6]([Cl:8])[cH:7]1. Starting materials: BrC=1C=C(C#N)C=C(C1O)[N+](=O)[O-] (3-bromo-4-hydroxy-5-nitrobenzonitrile), B.C1CCOC1 (BH3/THF), B (borane), Cl (HCl). The solvent is C1CCOC1 (THF), C1CCOC1 (THF). Reaction conditions: time 24 hour. Product: NC1=C(C(=CC(=C1)CN)Br)O (2-amino-4-(aminomethyl)-6-bromophenol). The yield is 19.1%. As a reaction SMILES: [Br:1][C:2]1[CH:3]=[C:4]([CH:7]=[C:8]([N+:11]([O-])=O)[C:9]=1[OH:10])[C:5]#[N:6].B.C1COCC1.B.Cl>C1COCC1>[NH2:11][C:8]1[CH:7]=[C:4]([CH2:5][NH2:6])[CH:3]=[C:2]([Br:1])[C:9]=1[OH:10] |f:1.2|. Procedure details: A solution of 3-bromo-4-hydroxy-5-nitrobenzonitrile (1.0 g, 4.11 mmol) in 20.0 mL of dry THF was added dropwise to a solution of BH3/THF 1.0 M in THF (12.3 mL) at 0° C. under N2. The reaction mixture was stirred at room temperature for 24 hours. Excess borane was decomposed by the cautious dropwise addition of 1 N HCl at 0° C. It was extracted with EtOAc, washed with NaHCO3, NaCl saturated solution and dried (Na2SO4 anh.) to give a crude. After purification by column chromatography (CH2Cl2/MeOH ... The reactants are BrC(=C[C@H]1CC[C@H](CC1)C(=O)OC)Br (cis-Methyl 4-(2,2-dibromovinyl)cyclohexanecarboxylate), Br (hydrobromic acid). Run in C(C)(=O)O (acetic acid). The product is BrC(=C[C@H]1CC[C@H](CC1)C(=O)O)Br (cis-4-(2,2-dibromovinyl)cyclohexanecarboxylic acid). Yield: 94.0%. RXN SMILES: [Br:1][C:2]([Br:14])=[CH:3][C@@H:4]1[CH2:9][CH2:8][C@H:7]([C:10]([O:12]C)=[O:11])[CH2:6][CH2:5]1.Br>C(O)(=O)C>[Br:1][C:2]([Br:14])=[CH:3][C@@H:4]1[CH2:9][CH2:8][C@H:7]([C:10]([OH:12])=[O:11])[CH2:6][CH2:5]1. Procedure: cis-Methyl 4-(2,2-dibromovinyl)cyclohexanecarboxylate (4 g) was heated to reflux in a solution of hydrobromic acid (48%, 20 ml) and acetic acid (40 ml). After heating for 4 hours the solvent was removed under reduced pressure. Water (50 ml) was added and the mixture extracted with diethyl ether. The ether extracts were extracted with sodium bicarbonate solution. The aqueous layer was then acidified and re-extracted with ether. The ethereal layer washed with brine and dried over anhydrous magnesi... The reactants are [Cl-].O[NH3+] (hydroxylammonium chloride), C(O)([O-])=O.[Na+] (sodium hydrogencarbonate), CS(=O)C (dimethyl sulfoxide), C(C)C1=CC2=C(N(C(N(C2=O)CC(=O)C2=CC=C(C=C2)OC)=O)CC2=CC=C(C=C2)C=2C(=CC=C(C2)C)C#N)S1 (4′-{[6-ethyl-3-[2-(4-methoxyphenyl)-2-oxoethyl]-2,4-dioxo-3,4-dihydrothieno[2,3-d]pyrimidin-1(2H)-yl]methyl}-5-methylbiphenyl-2-carbonitrile). Run in C(Cl)(Cl)Cl (chloroform). Conditions: temperature 40 celsius, time 30 minute. The product is C(C)C1=CC2=C(N(C(N(C2=O)CC(=O)C2=CC=C(C=C2)OC)=O)CC2=CC=C(C=C2)C2=C(C=CC(=C2)C)C2=NOC(N2)=O)S1 (6-ethyl-3-[2-(4-methoxyphenyl)-2-oxoethyl]-1-{[5′-methyl-2′-(5-oxo-4,5-dihydro-1,2,4-oxadiazol-3-yl)biphenyl-4-yl]methyl}thieno[2,3-d]pyrimidine-2,4(1H,3H)-dione). The yield is 45.2%. Reaction SMILES: [Cl-].O[NH3+:3].[C:4](=[O:7])([O-])[OH:5].[Na+].CS(C)=O.[CH2:13]([C:15]1[S:52][C:18]2[N:19]([CH2:36][C:37]3[CH:42]=[CH:41][C:40]([C:43]4[C:44]([C:50]#[N:51])=[CH:45][CH:46]=[C:47]([CH3:49])[CH:48]=4)=[CH:39][CH:38]=3)[C:20](=[O:35])[N:21]([CH2:24][C:25]([C:27]3[CH:32]=[CH:31][C:30]([O:33][CH3:34])=[CH:29][CH:28]=3)=[O:26])[C:22](=[O:23])[C:17]=2[CH:16]=1)[CH3:14]>C(Cl)(Cl)Cl>[CH2:13]([C:15]1[S:52][C:18]2[N:19]([CH2:36][C:37]3[CH:42]=[CH:41][C:40]([C:43]4[CH:48]=[C:47]([CH3:49])[CH:46]=[CH:45][C:44]=4[C:50]4[NH:3][C:4](=[O:7])[O:5][N:51]=4)=[CH:39][CH:38]=3)[C:20](=[O:35])[N:21]([CH2:24][C:25]([C:27]3[CH:32]=[CH:31][C:30]([O:33][CH3:34])=[CH:29][CH:28]=3)=[O:26])[C:22](=[O:23])[C:17]=2[CH:16]=1)[CH3:14] |f:0.1,2.3|. Procedure: A mixture of hydroxylammonium chloride (2.2 g), sodium hydrogencarbonate (3.3 g) and dimethyl sulfoxide (40 mL) was stirred at 40° C. for 30 min, 4′-{[6-ethyl-3-[2-(4-methoxyphenyl)-2-oxoethyl]-2,4-dioxo-3,4-dihydrothieno[2,3-d]pyrimidin-1(2H)-yl]methyl}-5-methylbiphenyl-2-carbonitrile (2.2 g) was added, and the mixture was stirred at 90° C. for 16 hr. The reaction mixture was diluted with chloroform, washed successively with water and saturated brine, and dried over anhydrous magnesium sulfate.... The reactants are C(C)(C)(C)OC(NCC1=C(C=CC=C1)C1=CC=CC2=C1SC(=C2)C2=NC(=NC=C2F)NCCN2N=NC=C2)=O ((2-{2-[5-fluoro-2-(2-[1,2,3]triazol-1-yl-ethylamino)-pyrimidin-4-yl]-benzo[b]thiophen-7-yl}-benzyl)-carbamic acid tert-butyl ester), C(=O)(C(F)(F)F)O (TFA). The solvent is C(Cl)Cl (DCM). Reaction conditions: time 1 hour. Product: N1(N=NC=C1)CCNC1=NC=C(C(=N1)C1=CC2=C(S1)C(=CC=C2)C2=C(C=CC=C2)CN)F (N-(2-(1H-1,2,3-Triazol-1-yl)ethyl)-4-(7-(2-(aminomethyl)phenyl)benzo[b]thiophen-2-yl)-5-fluoropyrimidin-2-amine). The yield is 97.3%. RXN SMILES: C(OC(=O)[NH:7][CH2:8][C:9]1[CH:14]=[CH:13][CH:12]=[CH:11][C:10]=1[C:15]1[C:20]2[S:21][C:22]([C:24]3[C:29]([F:30])=[CH:28][N:27]=[C:26]([NH:31][CH2:32][CH2:33][N:34]4[CH:38]=[CH:37][N:36]=[N:35]4)[N:25]=3)=[CH:23][C:19]=2[CH:18]=[CH:17][CH:16]=1)(C)(C)C.C(O)(C(F)(F)F)=O>C(Cl)Cl>[N:34]1([CH2:33][CH2:32][NH:31][C:26]2[N:25]=[C:24]([C:22]3[S:21][C:20]4[C:15]([C:10]5[CH:11]=[CH:12][CH:13]=[CH:14][C:9]=5[CH2:8][NH2:7])=[CH:16][CH:17]=[CH:18][C:19]=4[CH:23]=3)[C:29]([F:30])=[CH:28][N:27]=2)[CH:38]=[CH:37][N:36]=[N:35]1. Procedure details: Combine (2-{2-[5-fluoro-2-(2-[1,2,3]triazol-1-yl-ethylamino)-pyrimidin-4-yl]-benzo[b]thiophen-7-yl}-benzyl)-carbamic acid tert-butyl ester (100 mg, 0.18 mmol) and dry TFA acid (2.0 mL) in dry DCM (2.2 mL). Stir the solution at RT for 1 h. Remove the solvent. Add DCM, wash with saturated sodium bicarbonate solution, water, and aqueous saturated sodium chloride. Separate the organic layer and dry over magnesium sulfate. Filter and concentrate in vacuo. Purify the residue by column chromatography [...